From a dataset of the Open Reaction Database (ORD), a public repository of structured organic reaction records. describe an organic reaction: reactants, conditions, products, and yield Starting materials: [BH4-], O=Cc1ccc(OCc2ccccc2)cc1O, CCO, [Na+], O, O=S(=O)(O)O. Product: OCc1ccc(OCc2ccccc2)cc1O. As a reaction SMILES: [BH4-:21].[CH2:1]([c:2]1[cH:3][cH:4][cH:5][cH:6][cH:7]1)[O:8][c:9]1[cH:10][c:11]([OH:17])[c:12]([CH:13]=[O:14])[cH:15][cH:16]1.[CH3:18][CH2:19][OH:20].[Na+:22].[OH2:28].[S:23](=[O:24])(=[O:25])([OH:26])[OH:27]>>[CH2:1]([c:2]1[cH:3][cH:4][cH:5][cH:6][cH:7]1)[O:8][c:9]1[cH:10][c:11]([OH:17])[c:12]([CH2:13][OH:14])[cH:15][cH:16]1.